Dataset: the Open Reaction Database (ORD), a public repository of structured organic reaction records. Task: describe an organic reaction: reactants, conditions, products, and yield Starting materials: FC1=CC=C(C=C1)C=1N=C(N(C1C1=CC=C(C=C1)F)/C=C/[C@H](C[C@H](CC(=O)O)O)O)C(C)C ((3R,5S,E)-7-[4,5-bis-(4-fluorophenyl)-2-(1-methylethyl)-1H-imidazol-1-yl]-3,5-dihydroxy-6-heptenoic acid), C(O)([O-])=O.[Na+] (sodium hydrogen carbonate), C(C)O (ethanol). The solvent is O (water). The product is FC1=CC=C(C=C1)C=1N=C(N(C1C1=CC=C(C=C1)F)/C=C/[C@H](C[C@H](CC(=O)[O-])O)O)C(C)C.[Na+] (Sodium (3R,5S,E)-7-[4,5-bis-(4 -fluorophenyl)-2-(1-methylethyl)-1H-imidazol-1-yl]-3,5-dihydroxy-6-heptenoate). Isolated yield 104.5%. RXN SMILES: [F:1][C:2]1[CH:7]=[CH:6][C:5]([C:8]2[N:9]=[C:10]([CH:31]([CH3:33])[CH3:32])[N:11](/[CH:20]=[CH:21]/[C@@H:22]([OH:30])[CH2:23][C@@H:24]([OH:29])[CH2:25][C:26]([OH:28])=[O:27])[C:12]=2[C:13]2[CH:18]=[CH:17][C:16]([F:19])=[CH:15][CH:14]=2)=[CH:4][CH:3]=1.C(O)C.C(=O)([O-])O.[Na+:41]>O>[F:1][C:2]1[CH:7]=[CH:6][C:5]([C:8]2[N:9]=[C:10]([CH:31]([CH3:33])[CH3:32])[N:11](/[CH:20]=[CH:21]/[C@@H:22]([OH:30])[CH2:23][C@@H:24]([OH:29])[CH2:25][C:26]([O-:28])=[O:27])[C:12]=2[C:13]2[CH:14]=[CH:15][C:16]([F:19])=[CH:17][CH:18]=2)=[CH:4][CH:3]=1.[Na+:41] |f:2.3,5.6|. Reported procedure: A suspension of (3R,5S,E)-7-[4,5-bis-(4-fluorophenyl)-2-(1-methylethyl)-1H-imidazol-1-yl]-3,5-dihydroxy-6-heptenoic acid (200 mg) in sodium hydrogen carbonate (36.8 mg) and water (80 ml) was stirred at room temperature. After 19 h ethanol (20 ml) was added and the resulting clear solution stirred at room temperature. After 15 min the mixture was evaporated to dryness, the residue was dissolved in water (50 ml), filtered and then freeze dried to give the title compound (219 mg) as a white fluffy ... Starting materials: C(C)(=O)OCC1=NC(=CC=C1)OCCCCCC (2-acetoxymethyl-6-hexyloxypyridine), [OH-].[Na+] (sodium hydroxide). The solvent is C(C)O (ethanol). The product is C(CCCCC)OC1=CC=CC(=N1)CO (6-hexyloxy-2-hydroxymethylpyridine). The yield is 90.8%. Reaction SMILES: C([O:4][CH2:5][C:6]1[CH:11]=[CH:10][CH:9]=[C:8]([O:12][CH2:13][CH2:14][CH2:15][CH2:16][CH2:17][CH3:18])[N:7]=1)(=O)C.[OH-].[Na+]>C(O)C>[CH2:13]([O:12][C:8]1[N:7]=[C:6]([CH2:5][OH:4])[CH:11]=[CH:10][CH:9]=1)[CH2:14][CH2:15][CH2:16][CH2:17][CH3:18] |f:1.2|. Reported procedure: To a solution of 6.85 g (27 mmol) of 2-acetoxymethyl-6-hexyloxypyridine dissolved in 20 ml of ethanol was charged 20 ml of an 8% sodium hydroxide solution, and the mixture was refluxed for one hour. After removal of the ethanol under a reduced pressure, the residue was extracted with ether and separated by silica gel column chromatography (ethyl acetate:hexane=1:3) to give 5.13 g of the desired product (yield 89.9%).